Dataset: the Open Reaction Database (ORD), a public repository of structured organic reaction records. Task: describe an organic reaction: reactants, conditions, products, and yield Reactants: BrCCCCCBr (1,5-dibromopentane), C=1C=CC(=CC1)N(C=2C=CC=CC2)[N]C=3C(=CC(=CC3[N+](=O)[O-])[N+](=O)[O-])[N+](=O)[O-] (DPPH), raw material, C(=C)C(C1=CC=CC=C1)O (vinyl benzyl alcohol), [OH-].[Na+] (sodium hydroxide). The reagents and catalysts are [Br-].C(CCC)[N+](CCCC)(CCCC)CCCC (tetrabutylammonium bromide). The solvent is C1(=CC=CC=C1)C (toluene), C1(=CC=CC=C1)C (toluene), O (water). Run at time 1 hour. The product is BrCCCCCOCC=CC1=CC=CC=C1 (5-bromopentoxymethylstyrene). Isolated yield 51.0%. RXN SMILES: [OH-].[Na+].Br[CH2:4][CH2:5][CH2:6][CH2:7][CH2:8][Br:9].[CH:10]([CH:12](O)[C:13]1[CH:18]=[CH:17][CH:16]=[CH:15][CH:14]=1)=[CH2:11].C1C=CC(N([N]C2C([N+]([O-])=O)=CC([N+]([O-])=O)=CC=2[N+]([O-])=[O:41])C2C=CC=CC=2)=CC=1>[Br-].C([N+](CCCC)(CCCC)CCCC)CCC.C1(C)C=CC=CC=1.O>[Br:9][CH2:8][CH2:7][CH2:6][CH2:5][CH2:4][O:41][CH2:11][CH:10]=[CH:12][C:13]1[CH:18]=[CH:17][CH:16]=[CH:15][CH:14]=1 |f:0.1,5.6,^1:24|. Procedure details: Into 1ι four-necked flask, 57 g (1.425 mol) of sodium hydroxide and 57 ml of deionized water were added under cooling with ice, and a solution of 98.33 g (0.428 mol) of 1,5-dibromopentane and 9.19 g (0.0285 mol) of tetrabutylammonium bromide in 285 mol of toluene was added thereto. The temperature of the solution was set at 50° C., and 70 ml of a toluene solution of 38.25 g (0.285 mol) of vinyl benzyl alcohol (a mixture of m-form and p-form) and 30 mg of DPPH, was dropwise added thereto over a p... Starting materials: [Se] (Selenium), O1CCOCC1 (dioxane), BrC1=CC=C2C=CC(=NC2=C1)C (7-bromoquinaldine). Yields the product BrC1=CC=C2C=CC(=NC2=C1)C=O (7-bromo-quinoline-2-carbaldehyde). The yield is 98.0%. RXN SMILES: [Se].[Br:2][C:3]1[CH:12]=[C:11]2[C:6]([CH:7]=[CH:8][C:9]([CH3:13])=[N:10]2)=[CH:5][CH:4]=1.[O:14]1CCOCC1>>[Br:2][C:3]1[CH:12]=[C:11]2[C:6]([CH:7]=[CH:8][C:9]([CH:13]=[O:14])=[N:10]2)=[CH:5][CH:4]=1 |^3:0|. Procedure: Selenium dioxyde (1.6 g, 14 mmol, 1.3 eq) in suspension in dioxane (50 mL) was heated at 60° C. 7-bromoquinaldine (2.5 g, 11.2 mmol) was the introduced and the mixture was left to react at 80° C. for 3 hours. After cooling to room temperature, the mixture was filtered on celite, eluted with dioxane and concentrated under reduced pressure. The product was obtained pure as a white solid (3.3 g, >98%). The reactants are O (Water), COC1=CC2=C(SC(=C2OC2=CC=C(C=C2)OC)/C=C(/C(=O)O)\C2=CC=NC=C2)C=C1OC ((E)-3-[5,6Dimethoxy-3-(4-methoxyphenoxy)benzo[b]thiophen-2-yl]-2-(4-pyridinyl)-2-propenoic acid), [OH-].[Na+] (sodium hydroxide). Product: COC1=CC2=C(SC(=C2OC2=CC=C(C=C2)OC)/C=C(/C(=O)[O-])\C2=CC=NC=C2)C=C1OC.[Na+] (Sodium (E)-3-[5,6-dimethoxy-3-(4-methoxyphenoxy)benzo[b]thiophen-2-yl]-2-(4-pyridinyl)-2-propenoate). RXN SMILES: O.[CH3:2][O:3][C:4]1[C:32]([O:33][CH3:34])=[CH:31][C:7]2[S:8][C:9](/[CH:20]=[C:21](\[C:25]3[CH:30]=[CH:29][N:28]=[CH:27][CH:26]=3)/[C:22]([OH:24])=[O:23])=[C:10]([O:11][C:12]3[CH:17]=[CH:16][C:15]([O:18][CH3:19])=[CH:14][CH:13]=3)[C:6]=2[CH:5]=1.[OH-].[Na+:36]>>[CH3:2][O:3][C:4]1[C:32]([O:33][CH3:34])=[CH:31][C:7]2[S:8][C:9](/[CH:20]=[C:21](\[C:25]3[CH:26]=[CH:27][N:28]=[CH:29][CH:30]=3)/[C:22]([O-:24])=[O:23])=[C:10]([O:11][C:12]3[CH:13]=[CH:14][C:15]([O:18][CH3:19])=[CH:16][CH:17]=3)[C:6]=2[CH:5]=1.[Na+:36] |f:2.3,4.5|. Procedure details: Water is added to a suspension of 1.16 g of the product of Example 2 in 2.5 ml of 1N sodium hydroxide solution until completely diluted. Lyophilisation enables 1.22 g of the expected product to be isolated. Starting materials: ClC1=NC=NC2=CC=CC=C12 (4-chloroquinazoline), COC1=CC=C(NC)C=C1 (4-methoxy-N-methylaniline), example 28. Yields the product COC1=CC=C(C=C1)N(C1=NC=NC2=CC=CC=C12)C ((4-Methoxy-phenyl)-methyl-quinazolin-4-yl-amine). Reaction SMILES: Cl[C:2]1[C:11]2[C:6](=[CH:7][CH:8]=[CH:9][CH:10]=2)[N:5]=[CH:4][N:3]=1.[CH3:12][O:13][C:14]1[CH:21]=[CH:20][C:17]([NH:18][CH3:19])=[CH:16][CH:15]=1>>[CH3:12][O:13][C:14]1[CH:21]=[CH:20][C:17]([N:18]([CH3:19])[C:2]2[C:11]3[C:6](=[CH:7][CH:8]=[CH:9][CH:10]=3)[N:5]=[CH:4][N:3]=2)=[CH:16][CH:15]=1. Procedure: The title compound was prepared from 4-chloroquinazoline and 4-methoxy-N-methylaniline by a procedure similar to example 28 (79% yield). 1H NMR (CDCl3): 8.81 (s, 1H), 7.81 (d, J=8.1 Hz, 1H), 7.57 (ddd, J=8.1, 5.4 and 2.7 Hz, 1H), 7.09-7.14 (m, 2H), 7.03-7.06 (m, 2H), 6.9-6.93 (m, 2H). Starting materials: COC=1C(=C(CC=2C=CC(=C(C(=O)O)C2)C2=CC=CC=C2)C(=C(C1OC)OC)OC)C (5-(3,4,5,6-Tetramethoxy-2-methylbenzyl)-2-phenylbenzoic acid), O=[N+]([O-])[O-].[O-][N+]([O-])=O.[O-][N+]([O-])=O.[O-][N+]([O-])=O.[O-][N+]([O-])=O.[O-][N+]([O-])=O.[Ce+4].[NH4+].[NH4+] (CAN). Solvent: O (water), C(C)#N (acetonitrile), O (water). Conditions: time 3 hour. The product is COC=1C(C(=C(C(C1OC)=O)CC=1C=CC(=C(C(=O)O)C1)C1=CC=CC=C1)C)=O (5-(5,6-Dimethoxy-3-methyl-1,4-benzoquinon-2-yl)methyl-2-phenylbenzoic acid). Isolated yield 76.3%. RXN SMILES: C[O:2][C:3]1[C:4]([CH3:31])=[C:5]([C:22]([O:29]C)=[C:23]([O:27][CH3:28])[C:24]=1[O:25][CH3:26])[CH2:6][C:7]1[CH:8]=[CH:9][C:10]([C:16]2[CH:21]=[CH:20][CH:19]=[CH:18][CH:17]=2)=[C:11]([CH:15]=1)[C:12]([OH:14])=[O:13].O=[N+]([O-])[O-].[O-][N+](=O)[O-].[O-][N+](=O)[O-].[O-][N+](=O)[O-].[O-][N+](=O)[O-].[O-][N+](=O)[O-].[Ce+4].[NH4+].[NH4+]>C(#N)C.O>[CH3:26][O:25][C:24]1[C:3](=[O:2])[C:4]([CH3:31])=[C:5]([CH2:6][C:7]2[CH:8]=[CH:9][C:10]([C:16]3[CH:17]=[CH:18][CH:19]=[CH:20][CH:21]=3)=[C:11]([CH:15]=2)[C:12]([OH:14])=[O:13])[C:22](=[O:29])[C:23]=1[O:27][CH3:28] |f:1.2.3.4.5.6.7.8.9|. Procedure details: 5-(3,4,5,6-Tetramethoxy-2-methylbenzyl)-2-phenylbenzoic acid (340 mg, 0.7819 mmol) was dissolved in a mixed solvent of acetonitrile (30 ml) and water (10 ml), then CAN (1.10 g, 2.0072 mmol) was added thereto at room temperature and the mixture was stirred for 3 hour. The reaction solution was poured into water and extracted with ether. The extract was washed with water and dried and the solvent was evaporated therefrom. The residue was purified by silica gel column chromatography (5% methanol-me...